From a dataset of the Open Reaction Database (ORD), a public repository of structured organic reaction records. describe an organic reaction: reactants, conditions, products, and yield Reactants: NC=1C2=C(NC(N1)=O)SC(=C2C)C(=O)OC(C)(C)C (tert-butyl 4-amino-5-methyl-2-oxo-1,2-dihydrothieno[2,3-d]pyrimidine-6-carboxylate), FC(C(=O)O)(F)F (trifluoroacetic acid). The solvent is C(Cl)Cl (CH2Cl2). Conditions: time 8 hour. Yields the product NC=1C2=C(NC(N1)=O)SC(=C2C)C(=O)O (4-Amino-5-methyl-2-oxo-1,2-dihydrothieno[2,3-d]pyrimidine-6-carboxylic acid). Isolated yield 81.5%. As a reaction SMILES: [NH2:1][C:2]1[C:3]2[C:11]([CH3:12])=[C:10]([C:13]([O:15]C(C)(C)C)=[O:14])[S:9][C:4]=2[NH:5][C:6](=[O:8])[N:7]=1.FC(F)(F)C(O)=O>C(Cl)Cl>[NH2:1][C:2]1[C:3]2[C:11]([CH3:12])=[C:10]([C:13]([OH:15])=[O:14])[S:9][C:4]=2[NH:5][C:6](=[O:8])[N:7]=1. Procedure: To a solution of tert-butyl 4-amino-5-methyl-2-oxo-1,2-dihydrothieno[2,3-d]pyrimidine-6-carboxylate (example 64a) (10.7 g, 38.03 mmol) in CH2Cl2 (25 mL), was added trifluoroacetic acid (25 mL, 324.5 mmol). The reaction mixture was stirred at rt overnight. The precipitated solid was collected by filtration, and washed with CH2Cl2 to yield 4-Amino-5-methyl-2-oxo-1,2-dihydrothieno[2,3-d]pyrimidine-6-carboxylic acid (6.98 g, 82%) as a light brown solid. 1H NMR (400 MHz, DMSO-d6) δ2.78 (s, 3H). MS 22... The reactants are [OH-].[K+] (potassium hydroxide), COC1=C(C=CC(=C1)OCC1=CC=CC=C1)C1=NC2=NC(=NC=C2N1)Cl (8-(2-methoxy-4-benzyloxy-phenyl)-2-chloro-purine). Solvent: C(C1=CC=CC=C1)O (benzyl alcohol). Run at temperature 150 celsius. Product: COC1=C(C=CC(=C1)OCC1=CC=CC=C1)C1=NC2=NC(=NC=C2N1)OCC1=CC=CC=C1 (8-(2-Methoxy-4-benzyloxy-phenyl)-2-benzyloxy-purine). As a reaction SMILES: [OH-:1].[K+].[CH3:3][O:4][C:5]1[CH:10]=[C:9]([O:11][CH2:12][C:13]2[CH:18]=[CH:17][CH:16]=[CH:15][CH:14]=2)[CH:8]=[CH:7][C:6]=1[C:19]1[NH:27][C:26]2[C:21](=[N:22][C:23](Cl)=[N:24][CH:25]=2)[N:20]=1>C(O)C1C=CC=CC=1>[CH3:3][O:4][C:5]1[CH:10]=[C:9]([O:11][CH2:12][C:13]2[CH:18]=[CH:17][CH:16]=[CH:15][CH:14]=2)[CH:8]=[CH:7][C:6]=1[C:19]1[NH:27][C:26]2[C:21](=[N:22][C:23]([O:1][CH2:19][C:6]3[CH:7]=[CH:8][CH:9]=[CH:10][CH:5]=3)=[N:24][CH:25]=2)[N:20]=1 |f:0.1|. Reported procedure: An amount of 4.5 gm of powdered potassium hydroxide is dissolved in 70 ml of benzyl alcohol, and then 7.2 gm of 8-(2-methoxy-4-benzyloxy-phenyl)-2-chloro-purine are added. The mixture is heated to 150° C. for three hours, cooled, and filtered, the filtrate is mixed with ether, and the precipitate obtained is purified by chromatography on silica gel [eluant: methylene chloride/ethanol (100:2.5)]. The product is C(C=CC)SC=1N([C@H]2[C@H](O)[C@H](O)[C@@H](CO)O2)C=2N=C(NC(C2N1)=O)N (8-(2-Butenylmercapto)guanosine). The reactants are C(C=C)SC=1N([C@H]2[C@H](O)[C@H](O)[C@@H](CO)O2)C=2N=C(NC(C2N1)=O)N (8-(2-propenylmercapto)guanosine), C(C=C)Br (allyl bromide). The yield is 48.0%. Procedure details: Following the first procedure for the preparation of 8-(2-propenylmercapto)guanosine (Example 9), but substituting 2-butenyl chloride for allyl bromide, the title compound was obtained in 48 percent yield as a white powder, mp 210° C. (decomp.). NMR (DMSO-d6): δ 6.3 (bs, 2H); 5.6 (d, J=5 Hz, 1H); 1.6 (d, J=6 Hz, 3H). IR (KBr): 1690, 1630, 1600, 1510 and 1365 cm-1. As a reaction SMILES: [CH2:1]([S:4][C:5]1[N:6]([C:16]2[N:17]=[C:18]([NH2:24])[NH:19][C:20](=[O:23])[C:21]=2[N:22]=1)[C@@H:7]1[O:15][C@H:12]([CH2:13][OH:14])[C@@H:10]([OH:11])[C@H:8]1[OH:9])[CH:2]=[CH2:3].[CH2:25](Br)C=C>>[CH2:1]([S:4][C:5]1[N:6]([C:16]2[N:17]=[C:18]([NH2:24])[NH:19][C:20](=[O:23])[C:21]=2[N:22]=1)[C@@H:7]1[O:15][C@H:12]([CH2:13][OH:14])[C@@H:10]([OH:11])[C@H:8]1[OH:9])[CH:2]=[CH:3][CH3:25]. The product is CC1CCCN1C1CCNCC1. The reactants are CC1CCCN1C1CCN(C(=O)OC(C)(C)C)CC1, CC1CCCN1C1CCNC1, CC1CCCN1, Cl, Cl, Cc1ccc(S(=O)(=O)[O-])cc1. Reaction SMILES: [C:14]([O:15][C:16]([CH3:17])([CH3:18])[CH3:19])(=[O:20])[N:21]1[CH2:22][CH2:23][CH:24]([N:27]2[CH:28]([CH3:32])[CH2:29][CH2:30][CH2:31]2)[CH2:25][CH2:26]1.[CH3:3][CH:4]1[CH2:5][CH2:6][CH2:7][N:8]1[CH:9]1[CH2:10][CH2:11][NH:12][CH2:13]1.[CH3:44][CH:45]1[CH2:46][CH2:47][CH2:48][NH:49]1.[ClH:1].[ClH:2].[O-:33][S:34]([c:35]1[cH:36][cH:37][c:38]([CH3:39])[cH:40][cH:41]1)(=[O:42])=[O:43]>>[NH:21]1[CH2:22][CH2:23][CH:24]([N:27]2[CH:28]([CH3:32])[CH2:29][CH2:30][CH2:31]2)[CH2:25][CH2:26]1. The solvent is C(C)(C)O (isopropanol). Procedure: Step B-2. To a stirred suspension of N-(3-azido-5-iodophenyl)-N'-cyanocarbamimidic acid, phenyl ester (B-1, 472 mg 1.16 mmol) in isopropanol was added 1-(3-fluorophenyl)cyclobutanamine (227 mg, 1.40 mmol). The reaction mixture was heated in a sealed tube at 82° C. overnight. The cooled reaction mixture was concentrated. The residue was purified by medium pressure liquid chromatography using 30% ethyl acetate in hexane as the eluent to afford 0.257 g of N-(3-azido-5-iodophenyl)-N'-cyano-N"-[1-(3-... Yields the product N(=[N+]=[N-])C=1C=C(C=C(C1)I)NC(=NC1(CCC1)C1=CC(=CC=C1)F)NC#N (N-(3-azido-5-iodophenyl)-N'-cyano-N"-[1-(3-fluorophenyl)cyclobutyl]guanidine). Isolated yield 46.6%. RXN SMILES: [N:1]([C:4]1[CH:5]=[C:6]([NH:11][C:12](=[N:20][C:21]#[N:22])OC2C=CC=CC=2)[CH:7]=[C:8]([I:10])[CH:9]=1)=[N+:2]=[N-:3].[F:23][C:24]1[CH:25]=[C:26]([C:30]2([NH2:34])[CH2:33][CH2:32][CH2:31]2)[CH:27]=[CH:28][CH:29]=1>C(O)(C)C>[N:1]([C:4]1[CH:5]=[C:6]([NH:11][C:12]([NH:20][C:21]#[N:22])=[N:34][C:30]2([C:26]3[CH:27]=[CH:28][CH:29]=[C:24]([F:23])[CH:25]=3)[CH2:33][CH2:32][CH2:31]2)[CH:7]=[C:8]([I:10])[CH:9]=1)=[N+:2]=[N-:3]. Starting materials: N(=[N+]=[N-])C=1C=C(C=C(C1)I)NC(OC1=CC=CC=C1)=NC#N (N-(3-azido-5-iodophenyl)-N'-cyanocarbamimidic acid, phenyl ester), FC=1C=C(C=CC1)C1(CCC1)N (1-(3-fluorophenyl)cyclobutanamine). Run at temperature 82 celsius.